Dataset: the Open Reaction Database (ORD), a public repository of structured organic reaction records. Task: describe an organic reaction: reactants, conditions, products, and yield Starting materials: C=C(Cl)C(=O)OC, Oc1ccccc1, COP(=O)(OC)c1ccccc1, CCOc1ccccc1. The product is COC(=O)C(Cl)CP(=O)(OC)c1ccccc1. As a reaction SMILES: [Cl:13][C:14]([C:15](=[O:16])[O:17][CH3:18])=[CH2:19].[OH:20][c:21]1[cH:22][cH:23][cH:24][cH:25][cH:26]1.[c:1]1([P:7]([O:8][CH3:9])([O:10][CH3:11])=[O:12])[cH:2][cH:3][cH:4][cH:5][cH:6]1.[c:27]1([O:28][CH2:29][CH3:30])[cH:31][cH:32][cH:33][cH:34][cH:35]1>>[c:1]1([P:7]([O:10][CH3:11])(=[O:12])[CH2:19][CH:14]([Cl:13])[C:15](=[O:16])[O:17][CH3:18])[cH:2][cH:3][cH:4][cH:5][cH:6]1. Reactants: CCOC(=O)CBr, O=C([O-])[O-], CC(C#N)C#N, CS(C)=O, Cl, [K+], [K+]. Product: CCOC(=O)CC(C)(C#N)C#N. RXN SMILES: [Br:7][CH2:8][C:9](=[O:10])[O:11][CH2:12][CH3:13].[C:14](=[O:15])([O-:16])[O-:17].[CH3:1][CH:2]([C:3]#[N:4])[C:5]#[N:6].[CH3:21][S:22](=[O:23])[CH3:24].[ClH:20].[K+:18].[K+:19]>>[CH3:1][C:2]([C:3]#[N:4])([C:5]#[N:6])[CH2:8][C:9](=[O:10])[O:11][CH2:12][CH3:13]. Reactants: O=C(O)Cc1ccc(C(=O)O)cc1Sc1ccc(F)cc1, O. The product is O=C(O)c1ccc2c(c1)Sc1ccc(F)cc1C(=O)C2. As a reaction SMILES: [F:1][c:2]1[cH:3][cH:4][c:5]([S:8][c:9]2[c:10]([CH2:18][C:19](=[O:20])[OH:21])[cH:11][cH:12][c:13]([C:15](=[O:16])[OH:17])[cH:14]2)[cH:6][cH:7]1.[OH2:22]>>[F:1][c:2]1[cH:3][cH:4][c:5]2[c:6]([cH:7]1)[C:19](=[O:21])[CH2:18][c:10]1[c:9]([cH:14][c:13]([C:15](=[O:16])[OH:17])[cH:12][cH:11]1)[S:8]2. Reactants: COC(C1=C(C=CC(=C1)C1=NC(=NC(=C1C#CC=1C=NC(=CC1)N)C)N)F)=O (5-[2-amino-5-(6-amino-pyridin-3-ylethynyl)-6-methyl-pyrimidin-4-yl]-2-fluoro-benzoic acid methyl ester), CO (MeOH). Run in O (water), C1CCOC1 (THF). Yields the product NC1=NC(=C(C(=N1)C=1C=CC(=C(C(=O)O)C1)F)C#CC=1C=NC(=CC1)N)C (5-[2-Amino-5-(6-amino-pyridin-3-ylethynyl)-6-methyl-pyrimidin-4-yl]-2-fluoro-benzoic acid). As a reaction SMILES: C[O:2][C:3](=[O:28])[C:4]1[CH:9]=[C:8]([C:10]2[C:15]([C:16]#[C:17][C:18]3[CH:19]=[N:20][C:21]([NH2:24])=[CH:22][CH:23]=3)=[C:14]([CH3:25])[N:13]=[C:12]([NH2:26])[N:11]=2)[CH:7]=[CH:6][C:5]=1[F:27].CO>C1COCC1.O>[NH2:26][C:12]1[N:11]=[C:10]([C:8]2[CH:7]=[CH:6][C:5]([F:27])=[C:4]([CH:9]=2)[C:3]([OH:28])=[O:2])[C:15]([C:16]#[C:17][C:18]2[CH:19]=[N:20][C:21]([NH2:24])=[CH:22][CH:23]=2)=[C:14]([CH3:25])[N:13]=1. Procedure: The title compound is synthesized according to general procedure GP8 starting from 1.95 g (5.1 mmol) 5-[2-amino-5-(6-amino-pyridin-3-ylethynyl)-6-methyl-pyrimidin-4-yl]-2-fluoro-benzoic acid methyl ester using 500 mg (11.9 mmol) LiOH in 40 mL THF and 10 mL water. The product precipitates and is isolated by filtration. The product is washed with MeOH yielding 1.76 g (4.48 mmol) of the desired product. Starting materials: ClC(Cl)SC1=CC=C(C=C1)Cl (4-chlorophenyl dichloromethyl sulfide), O (water), aqueous solution, OO (hydrogen peroxide). The solvent is CO (methanol). Reaction conditions: temperature 70 celsius, time 1 hour. Product: C1=CC(=CC=C1SSC2=CC=C(C=C2)Cl)Cl (4,4'-dichlorodiphenyl disulfide). Isolated yield 93.8%. RXN SMILES: ClC([S:4][C:5]1[CH:10]=[CH:9][C:8]([Cl:11])=[CH:7][CH:6]=1)Cl.O.OO>CO>[CH:10]1[C:5]([S:4][S:4][C:5]2[CH:6]=[CH:7][C:8]([Cl:11])=[CH:9][CH:10]=2)=[CH:6][CH:7]=[C:8]([Cl:11])[CH:9]=1. Procedure details: A 1-liter, 4-necked flask equipped with a stirrer, thermometer, condenser and gas inlet tube was charged with 227.5 g (1.00 mole) of 4-chlorophenyl dichloromethyl sulfide, 50 g of water and 500 g of methanol. The mixture was heated to 70° C. for 5 hours to complete hydrolysis. After completion of the reaction, 357 g (1.05 moles) of 10% aqueous solution of hydrogen peroxide was added dropwise at 40° C. over a period of 1 hour. The mixture was stirred for 1 hour at the same temperature. The precip... Reaction SMILES: [Cl:1][C:2]1[N:7]=[C:6](I)[C:5]([OH:9])=[CH:4][CH:3]=1.[C:10]([N:17]1[CH2:21][CH2:20][CH2:19][C@H:18]1[C:22]#[CH:23])([O:12][C:13]([CH3:16])([CH3:15])[CH3:14])=[O:11]>CN(C=O)C.CCOCC.Cl[Pd](Cl)([P](C1C=CC=CC=1)(C1C=CC=CC=1)C1C=CC=CC=1)[P](C1C=CC=CC=1)(C1C=CC=CC=1)C1C=CC=CC=1.[Cu]I>[C:10]([N:17]1[CH2:21][CH2:20][CH2:19][C@H:18]1[C:22]1[O:9][C:5]2[C:6](=[N:7][C:2]([Cl:1])=[CH:3][CH:4]=2)[CH:23]=1)([O:12][C:13]([CH3:16])([CH3:15])[CH3:14])=[O:11] |^1:36,55|. Procedure details: A 3.07 g (12.0 mmol) sample of 6-chloro-2-iodo-3-pyridinol, from step 11c above, was dissolved in 10 mL of DMF, and (Ph3P)2PdCl2 (0.38 g, 0.50 mmol), CuI (0.380 g, 1.98 mmol) and triethylanue (1.7 mL, 12 mmol) were added. The mixture was stirred under N2 at room temperature for 1 hour, then 1.95 g (10.0 mmol) of 1-BOC-2-(S)-ethynylpyrrolidine, from Example 1a above, dissolved in 5 mL of DMF, was added carefully. The reaction mixture was stirred at 60° C. for 16 hours, cooled to room temperature,... Starting materials: ClC1=CC=C(C(=N1)I)O (6-chloro-2-iodo-3-pyridinol), C(=O)(OC(C)(C)C)N1[C@@H](CCC1)C#C (1-BOC-2-(S)-ethynylpyrrolidine). Run at time 1 hour. Reagents/catalysts: Cl[Pd]([P](C1=CC=CC=C1)(C2=CC=CC=C2)C3=CC=CC=C3)([P](C4=CC=CC=C4)(C5=CC=CC=C5)C6=CC=CC=C6)Cl ((Ph3P)2PdCl2), [Cu]I (CuI). Yields the product C(=O)(OC(C)(C)C)N1[C@@H](CCC1)C1=CC2=NC(=CC=C2O1)Cl (2-(1-BOC-2-(S)-pyrrolidinyl)-5-chlorofuro[3,2-b]pyridine). Solvent: CN(C)C=O (DMF), CCOCC (ether), CN(C)C=O (DMF). Reactants: CON(C(=O)C1=CN(C2=CC=CC=C2C1=O)CC1=NC(=CC=C1)Br)C (1-(6-bromo-pyridin-2-ylmethyl)-4-oxo-1,4-dihydro-quinoline-3-carboxylic acid methoxy-methyl-amide), white powder, IC1=CN=C(N1C)C (5-iodo-1,2-dimethyl-1H-imidazole), C(C)(C)[Mg]Cl (isopropylmagnesium chloride). The solvent is C(Cl)Cl (DCM), C(Cl)Cl (DCM). The product is BrC1=CC=CC(=N1)CN1C=C(C(C2=CC=CC=C12)=O)C(=O)C=1N(C(=NC1)C)C (1-(6-Bromo-pyridin-2-ylmethyl)-3-(2,3-dimethyl-3H-imidazole-4-carbonyl)-1H-quinolin-4-one). As a reaction SMILES: CON(C)[C:4]([C:6]1[C:15](=[O:16])[C:14]2[C:9](=[CH:10][CH:11]=[CH:12][CH:13]=2)[N:8]([CH2:17][C:18]2[CH:23]=[CH:22][CH:21]=[C:20]([Br:24])[N:19]=2)[CH:7]=1)=[O:5].I[C:27]1[N:31]([CH3:32])[C:30]([CH3:33])=[N:29][CH:28]=1.C([Mg]Cl)(C)C>C(Cl)Cl>[Br:24][C:20]1[N:19]=[C:18]([CH2:17][N:8]2[C:9]3[C:14](=[CH:13][CH:12]=[CH:11][CH:10]=3)[C:15](=[O:16])[C:6]([C:4]([C:27]3[N:31]([CH3:32])[C:30]([CH3:33])=[N:29][CH:28]=3)=[O:5])=[CH:7]2)[CH:23]=[CH:22][CH:21]=1. Procedure details: Experimental conditions analogous to those described for Step 6 of Example 60 from 120 mg (0.30 mmol) of 1-(6-bromo-pyridin-2-ylmethyl)-4-oxo-1,4-dihydro-quinoline-3-carboxylic acid methoxy-methyl-amide in 3 mL DCM and 146 mg (0.66 mmol) of 5-iodo-1,2-dimethyl-1H-imidazole in 1 mL DCM with 0.34 mL 2M isopropylmagnesium chloride. Yield: 36 mg of a white powder. LC-MSD, m/z for C21H17BrN4O2 [M+H]+=437.0, 439.0; HPLC retention time: 0.4 min.